describe an organic reaction: reactants, conditions, products, and yield From a dataset of the Open Reaction Database (ORD), a public repository of structured organic reaction records. Starting materials: CC1=C(c2ccncc2)SCC(=O)N1, O=C(OO)c1cccc(Cl)c1, ClCCl. Product: CC1=C(c2ccncc2)SC(OC(=O)c2cccc(Cl)c2)C(=O)N1. Reaction SMILES: [CH3:12][C:13]1=[C:18]([c:19]2[cH:20][cH:21][n:22][cH:23][cH:24]2)[S:17][CH2:16][C:15](=[O:25])[NH:14]1.[Cl:1][c:2]1[cH:3][c:4]([C:8](=[O:9])[O:10][OH:11])[cH:5][cH:6][cH:7]1.[Cl:26][CH2:27][Cl:28]>>[Cl:1][c:2]1[cH:3][c:4]([C:8](=[O:9])[O:10][CH:16]2[C:15](=[O:25])[NH:14][C:13]([CH3:12])=[C:18]([c:19]3[cH:20][cH:21][n:22][cH:23][cH:24]3)[S:17]2)[cH:5][cH:6][cH:7]1. Starting materials: C(C1=CC=CC=C1)OC=1C=C2C=C(C(=NC2=NC1)C)C(=O)NCC1=CC=C(C=C1)C(C)(C)C (6-(Benzyloxy)-N-(4-tert-butylbenzyl)-2-methyl-1,8-naphthyridine-3-carboxamide). The reagents and catalysts are [Pd] (Pd). Solvent: CO (MeOH). Reaction conditions: time 24 hour. Yields the product C(C)(C)(C)C1=CC=C(CNC(=O)C=2C(=NC3=NC=C(C=C3C2)O)C)C=C1 (N-(4-tert-Butylbenzyl)-6-hydroxy-2-methyl-1,8-naphthyridine-3-carboxamide). Reaction SMILES: C([O:8][C:9]1[CH:10]=[C:11]2[C:16](=[N:17][CH:18]=1)[N:15]=[C:14]([CH3:19])[C:13]([C:20]([NH:22][CH2:23][C:24]1[CH:29]=[CH:28][C:27]([C:30]([CH3:33])([CH3:32])[CH3:31])=[CH:26][CH:25]=1)=[O:21])=[CH:12]2)C1C=CC=CC=1>CO.[Pd]>[C:30]([C:27]1[CH:26]=[CH:25][C:24]([CH2:23][NH:22][C:20]([C:13]2[C:14]([CH3:19])=[N:15][C:16]3[C:11]([CH:12]=2)=[CH:10][C:9]([OH:8])=[CH:18][N:17]=3)=[O:21])=[CH:29][CH:28]=1)([CH3:33])([CH3:31])[CH3:32]. Procedure: 6-(Benzyloxy)-N-(4-tert-butylbenzyl)-2-methyl-1,8-naphthyridine-3-carboxamide (62.0 mg, 0.14 mmol) was dissolved in MeOH (2 ml). Pd (C) (3.1 mg) was added to the solution. The mixture was hydrogenated at atmospheric pressure for 24 h. Then it was filtered through a pad of celite and concentrated under reduced pressure. The residue was washed with CH2Cl2 yielding 37 mg (76%) of the title compound. Reactants: Cc1ccc2nc(C(=O)NN)c(OCc3ccccc3)c(=O)n2c1, O=C(Cl)Cc1ccc(F)cc1, [Na+], [Na+], O=C([O-])[O-], C1CCOC1. Product: Cc1ccc2nc(C(=O)NNC(=O)Cc3ccc(F)cc3)c(OCc3ccccc3)c(=O)n2c1. RXN SMILES: [CH2:1]([c:2]1[cH:3][cH:4][cH:5][cH:6][cH:7]1)[O:8][c:9]1[c:10]([C:21](=[O:22])[NH:23][NH2:24])[n:11][c:12]2[n:13]([c:14]1=[O:15])[cH:16][c:17]([CH3:20])[cH:18][cH:19]2.[F:31][c:32]1[cH:33][cH:34][c:35]([CH2:38][C:39](=[O:40])[Cl:41])[cH:36][cH:37]1.[Na+:25].[Na+:26].[O-:27][C:28](=[O:29])[O-:30].[O:42]1[CH2:43][CH2:44][CH2:45][CH2:46]1>>[CH2:1]([c:2]1[cH:3][cH:4][cH:5][cH:6][cH:7]1)[O:8][c:9]1[c:10]([C:21](=[O:22])[NH:23][NH:24][C:39]([CH2:38][c:35]2[cH:34][cH:33][c:32]([F:31])[cH:37][cH:36]2)=[O:40])[n:11][c:12]2[n:13]([c:14]1=[O:15])[cH:16][c:17]([CH3:20])[cH:18][cH:19]2. Starting materials: COC(=O)NC=1N=C2N(C=C(C=C2)SC2=CC=CC=C2)C1 (2-(methoxycarbonylamino)-6-(phenylthio) imidazo [1,2-a] pyridine), BrN1C(CCC1=O)=O (N-bromosuccinimide), resultant solution. Solvent: ClCCl (dichloromethane). The product is BrC1=C(N=C2N1C=C(C=C2)SC2=CC=CC=C2)NC(=O)OC (3-bromo-2-(methoxycarbonylamino)-6-(phenylthio) imidazo [1,2-a] pyridine). As a reaction SMILES: [CH3:1][O:2][C:3]([NH:5][C:6]1[N:7]=[C:8]2[CH:13]=[CH:12][C:11]([S:14][C:15]3[CH:20]=[CH:19][CH:18]=[CH:17][CH:16]=3)=[CH:10][N:9]2[CH:21]=1)=[O:4].[Br:22]N1C(=O)CCC1=O>ClCCl>[Br:22][C:21]1[N:9]2[CH:10]=[C:11]([S:14][C:15]3[CH:16]=[CH:17][CH:18]=[CH:19][CH:20]=3)[CH:12]=[CH:13][C:8]2=[N:7][C:6]=1[NH:5][C:3]([O:2][CH3:1])=[O:4]. Procedure details: A suspension of 2-(methoxycarbonylamino)-6-(phenylthio) imidazo [1,2-a] pyridine (300 mg., 1 mmole) in 20 ml. of dichloromethane is treated with N-bromosuccinimide (220 mg., 1.24 mmole). The resultant solution is stirred at room temperature for 48 hours. The precipitate is collected by filtration, washed with dichloromethane and dried to yield 3-bromo-2-(methoxycarbonylamino)-6-(phenylthio) imidazo [1,2-a] pyridine m.p. 165°-168° C. Starting materials: ClC1=NN2C(C(=CC=C2)NC2=CC(=CC=C2)S(=O)(=O)C)=N1 ((2-chloro-[1,2,4]triazolo[1,5-a]pyridin-8-yl)-(3-methanesulfonyl-phenyl)-amine), CN1CCN(CC1)C=1C=C(N)C=CC1 (3-(4-methylpiperazin-1-yl)aniline), C1(CCCCC1)P(C1=C(C=CC=C1)C1=C(C=CC=C1)P(C1CCCCC1)C1CCCCC1)C1CCCCC1 (2,2′-bis-dicyclohexylphosphanyl-biphenyl). The product is CS(=O)(=O)C=1C=C(C=CC1)NC=1C=2N(C=CC1)N=C(N2)NC2=CC(=CC=C2)N2CCN(CC2)C (N(8)-(3-Methanesulfonyl-phenyl)-N(2)-[3-(4-methyl-piperazin-1-yl)-phenyl]-[1,2,4]triazolo[1,5-a]pyridine-2,8-diamine), foam. The yield is 12.0%. RXN SMILES: Cl[C:2]1[N:21]=[C:5]2[C:6]([NH:10][C:11]3[CH:16]=[CH:15][CH:14]=[C:13]([S:17]([CH3:20])(=[O:19])=[O:18])[CH:12]=3)=[CH:7][CH:8]=[CH:9][N:4]2[N:3]=1.[CH3:22][N:23]1[CH2:28][CH2:27][N:26]([C:29]2[CH:30]=[C:31]([CH:33]=[CH:34][CH:35]=2)[NH2:32])[CH2:25][CH2:24]1.C1(P(C2CCCCC2)C2C=CC=CC=2C2C=CC=CC=2P(C2CCCCC2)C2CCCCC2)CCCCC1>>[CH3:20][S:17]([C:13]1[CH:12]=[C:11]([NH:10][C:6]2[C:5]3[N:4]([N:3]=[C:2]([NH:32][C:31]4[CH:33]=[CH:34][CH:35]=[C:29]([N:26]5[CH2:25][CH2:24][N:23]([CH3:22])[CH2:28][CH2:27]5)[CH:30]=4)[N:21]=3)[CH:9]=[CH:8][CH:7]=2)[CH:16]=[CH:15][CH:14]=1)(=[O:19])=[O:18]. Procedure: N(8)-(3-Methanesulfonyl-phenyl)-N(2)-[3-(4-methyl-piperazin-1-yl)-phenyl]-[1,2,4]triazolo[1,5-a]pyridine-2,8-diamine was prepared from (2-chloro-[1,2,4]triazolo[1,5-a]pyridin-8-yl)-(3-methanesulfonyl-phenyl)-amine (75.0 mg, 0.232 mmol) and 3-(4-methylpiperazin-1-yl)aniline (50.0 mg, 0.261 mmol) with 2,2′-bis-dicyclohexylphosphanyl-biphenyl (25.0 mg, 0.0457 mmol) as the ligand in a manner analogous to Example 2d. Product isolated as a tan foam (0.013 g, 12%). 1H NMR (400 MHz, CDCl3, δ, ppm): 8.05... Starting materials: C(C1=CC=CC=C1)OC(C(CC(C)C)CP(=O)OCCC1=CC=C(C=C1)CC1=CC=CC=C1)=O (2-[(4-Benzyl benzyl)methoxyphosphinoylmethyl]-4-methylpentanoic acid benzyl ester), OC1C(=O)NC(C1)=O (hydroxysuccinimide), Cl.CN(C)CCCN=C=NCC (dimethylaminopropylethylcarbodiimide hydrochloride). Reagents/catalysts: [Pd] (palladium on barium sulfate). Run in CO (methanol), CCOCC (ether). Conditions: time 20 hour. Yields the product O=C1N(C(CC1)=O)OC(C(CC(C)C)CP(=O)OCCC1=CC=C(C=C1)CC1=CC=CC=C1)=O (2-[(4-Benzylbenzyl) methoxyphosphinoylmethyl]-4-methyl-pentanoic acid 2,5-dioxo-pyrrolidin-1-yl ester). Isolated yield 86.0%. RXN SMILES: C([O:8][C:9](=[O:34])[CH:10]([CH2:15][PH:16]([O:18][CH2:19][CH2:20][C:21]1[CH:26]=[CH:25][C:24]([CH2:27][C:28]2[CH:33]=[CH:32][CH:31]=[CH:30][CH:29]=2)=[CH:23][CH:22]=1)=[O:17])[CH2:11][CH:12]([CH3:14])[CH3:13])C1C=CC=CC=1.O[CH:36]1[CH2:41][C:40](=[O:42])[NH:39][C:37]1=[O:38].Cl.CN(CCCN=C=NCC)C>CO.CCOCC.[Pd]>[O:42]=[C:40]1[CH2:41][CH2:36][C:37](=[O:38])[N:39]1[O:34][C:9](=[O:8])[CH:10]([CH2:15][PH:16]([O:18][CH2:19][CH2:20][C:21]1[CH:22]=[CH:23][C:24]([CH2:27][C:28]2[CH:33]=[CH:32][CH:31]=[CH:30][CH:29]=2)=[CH:25][CH:26]=1)=[O:17])[CH2:11][CH:12]([CH3:14])[CH3:13] |f:2.3|. Procedure: 2-[(4-Benzyl benzyl)methoxyphosphinoylmethyl]-4-methylpentanoic acid benzyl ester (650 mg, 1.36 mmole) was hydrogenated at 45 psi at room temperature in methanol (50 ml) over 5% palladium on barium sulfate (650 mg) for 1 hour. The catalyst was filtered off and washed with methanol. The filtrate was concentrated and traces of methanol removed by twice diluting the sample with methylene chloride and reconcentrating. The intermediate 2-[(4-benzyl benzyl)methoxyphosphinoylmethyl]-4-methylpentanoic a... Starting materials: ice water, CC=1N(C=C(N1)C)C1=C(C#N)C=CC=C1 (2-(2,4-dimethyl-1H-imidazol-1-yl)benzonitrile), sodium chloride ice water, [N+](=O)(O)[O-] (nitric acid), C([O-])(O)=O.[Na+] (sodium bicarbonate). Run in FC(C(=O)OC(C(F)(F)F)=O)(F)F (trifluoroacetic anhydride). Run at temperature 0 celsius, time 16 hour. The product is CC=1N(C(=C(N1)C)[N+](=O)[O-])C1=C(C#N)C=CC=C1 (2-(2,4-dimethyl-5-nitro-1H-imidazol-1-yl)benzonitrile). As a reaction SMILES: [CH3:1][C:2]1[N:3]([C:8]2[CH:15]=[CH:14][CH:13]=[CH:12][C:9]=2[C:10]#[N:11])[CH:4]=[C:5]([CH3:7])[N:6]=1.[N+:16]([O-])([OH:18])=[O:17].C(=O)(O)[O-].[Na+]>FC(F)(F)C(OC(=O)C(F)(F)F)=O>[CH3:1][C:2]1[N:3]([C:8]2[CH:15]=[CH:14][CH:13]=[CH:12][C:9]=2[C:10]#[N:11])[C:4]([N+:16]([O-:18])=[O:17])=[C:5]([CH3:7])[N:6]=1 |f:2.3|. Procedure: Compound 6 (6.82 grams, 34.5 mmol) was added in portions to trifluoroacetic anhydride (50 mL) cooled to 0° C. After 15 minutes the sodium chloride ice water bath was replaced with a dry ice acetone bath and nitric acid (6.0 mL 70%) was added drop wise. This was stirred to ambient temperature for 16 hours after which time it was pored into ice-water and neutralized with solid sodium bicarbonate. The product was extracted with dichloromethane and purified on a silica gel flash column eluted with 4...